From a dataset of the Open Reaction Database (ORD), a public repository of structured organic reaction records. describe an organic reaction: reactants, conditions, products, and yield Reactants: C1(=CC=C(C=C1)S(=O)(=O)N1N=CC(=C1)[C@H](CC)NS(=O)C(C)(C)C)C (2-methyl-propane-2-sulfinic acid {(S)-1-[1-(toluene-4-sulfonyl)-1H-pyrazol-4-yl]-propyl}-amide), solution, Cl (HCl). Solvent: CO (MeOH), O1CCOCC1 (dioxane). Conditions: time 12 hour. The product is N1N=CC(=C1)[C@H](CC)N ((S)-1-(1H-Pyrazol-4-yl)-propylamine). RXN SMILES: C1(C)C=CC(S([N:10]2[CH:14]=[C:13]([C@@H:15]([NH:18]S(C(C)(C)C)=O)[CH2:16][CH3:17])[CH:12]=[N:11]2)(=O)=O)=CC=1.Cl>CO.O1CCOCC1>[NH:10]1[CH:14]=[C:13]([C@@H:15]([NH2:18])[CH2:16][CH3:17])[CH:12]=[N:11]1. Procedure details: To a solution of 2-methyl-propane-2-sulfinic acid {(S)-1-[1-(toluene-4-sulfonyl)-1H-pyrazol-4-yl]-propyl}-amide (2.00 g, 5.22 mmol) in MeOH was added a 4 M solution of HCl (5.0 mL, 20 mmol) in dioxane. After 12 hours, the solvent was concentrated in vacuo. The residue was made basic with saturated aqueous NaHCO3 and extracted with ethyl acetate. The combined organic layers were washed with brine, dried over sodium sulfate and concentrated in vacuo to afford the title compound. The reactants are CS(=O)(=O)N1CCN(CC1)CC1=CC=2N=C(N=C(C2S1)N1CCOCC1)SC (6-(4-methanesulfonyl-piperazin-1-ylmethyl)-2-methylsulfanyl-4-morpholin-4-yl-thieno[3,2-d]pyrimidine), COC1=NC(=NC=C1[Sn](CCCC)(CCCC)CCCC)N (4-methoxy-5-tributylstannyl-pyrimidin-2-ylamine). The reagents and catalysts are CSC.[Cu]Br (copper(I)bromide-dimethyl sulfide), C=1C=CC(=CC1)[P](C=2C=CC=CC2)(C=3C=CC=CC3)[Pd]([P](C=4C=CC=CC4)(C=5C=CC=CC5)C=6C=CC=CC6)([P](C=7C=CC=CC7)(C=8C=CC=CC8)C=9C=CC=CC9)[P](C=1C=CC=CC1)(C=1C=CC=CC1)C=1C=CC=CC1 (tetrakis(triphenylphosphine)palladium). Solvent: C(C)(=O)OCC (ethyl acetate), COCCOC (1,2-dimethoxyethane). Run at time 10 minute. Yields the product COC1=NC(=NC=C1C=1N=C(C2=C(N1)C=C(S2)CN2CCN(CC2)S(=O)(=O)C)N2CCOCC2)N (4-methoxy-5-(4-morpholino-6-((4-N-methylsulfonylpiperazin-1-yl)methyl)thieno[3,2-d]pyrimidin-2-yl)pyrimidin-2-amine). RXN SMILES: [CH3:1][S:2]([N:5]1[CH2:10][CH2:9][N:8]([CH2:11][C:12]2[S:20][C:19]3[C:18]([N:21]4[CH2:26][CH2:25][O:24][CH2:23][CH2:22]4)=[N:17][C:16](SC)=[N:15][C:14]=3[CH:13]=2)[CH2:7][CH2:6]1)(=[O:4])=[O:3].[CH3:29][O:30][C:31]1[C:36]([Sn](CCCC)(CCCC)CCCC)=[CH:35][N:34]=[C:33]([NH2:50])[N:32]=1>COCCOC.C(OCC)(=O)C.CSC.[Cu]Br.C1C=CC([P]([Pd]([P](C2C=CC=CC=2)(C2C=CC=CC=2)C2C=CC=CC=2)([P](C2C=CC=CC=2)(C2C=CC=CC=2)C2C=CC=CC=2)[P](C2C=CC=CC=2)(C2C=CC=CC=2)C2C=CC=CC=2)(C2C=CC=CC=2)C2C=CC=CC=2)=CC=1>[CH3:29][O:30][C:31]1[C:36]([C:16]2[N:17]=[C:18]([N:21]3[CH2:22][CH2:23][O:24][CH2:25][CH2:26]3)[C:19]3[S:20][C:12]([CH2:11][N:8]4[CH2:7][CH2:6][N:5]([S:2]([CH3:1])(=[O:3])=[O:4])[CH2:10][CH2:9]4)=[CH:13][C:14]=3[N:15]=2)=[CH:35][N:34]=[C:33]([NH2:50])[N:32]=1 |f:4.5,^1:71,73,92,111|. Reported procedure: To a solution of 6-(4-methanesulfonyl-piperazin-1-ylmethyl)-2-methylsulfanyl-4-morpholin-4-yl-thieno[3,2-d]pyrimidine (70 mg) in 1,2-dimethoxyethane (10 mL) was added 4-methoxy-5-tributylstannyl-pyrimidin-2-ylamine (131 mg) and copper(I)bromide-dimethyl sulfide (65 mg) and the reaction mixture was stirred at room temperature for 10 minutes. Tetrakis(triphenylphosphine)palladium (0) (9 mg) was then added and the reaction mixture was heated at reflux for 16 h. After cooling to room temperature, th... Starting materials: [Br-], C=O, COC(=O)c1ccc(C(F)(F)F)nc1C[P+](c1ccccc1)(c1ccccc1)c1ccccc1, ClC(Cl)Cl, [Na+], [Na+], O=C([O-])[O-], O. The product is C=Cc1nc(C(F)(F)F)ccc1C(=O)OC. RXN SMILES: [Br-:1].[CH2:42]=[O:43].[CH3:2][O:3][C:4](=[O:5])[c:6]1[c:7]([CH2:16][P+:17]([c:18]2[cH:19][cH:20][cH:21][cH:22][cH:23]2)([c:24]2[cH:25][cH:26][cH:27][cH:28][cH:29]2)[c:30]2[cH:31][cH:32][cH:33][cH:34][cH:35]2)[n:8][c:9]([C:12]([F:13])([F:14])[F:15])[cH:10][cH:11]1.[CH:44]([Cl:45])([Cl:46])[Cl:47].[Na+:36].[Na+:37].[O-:38][C:39](=[O:40])[O-:41].[OH2:48]>>[CH3:2][O:3][C:4](=[O:5])[c:6]1[c:7]([CH:16]=[CH2:39])[n:8][c:9]([C:12]([F:13])([F:14])[F:15])[cH:10][cH:11]1. Starting materials: OC1=CC=C(C=C1)NC(=O)N(C)OC (1-(4-hydroxyphenyl)-3-methoxy-3-methylurea), CN(C=O)C (N,N-dimethylformamide), [H-].[Na+] (sodium hydride), CC1(OC2=C(C1)C=CC=C2CCCl)C (2-(2,3-dihydro-2,2-dimethyl-7-benzofuranyl)ethyl chloride). Solvent: O (water). Conditions: time 30 minute. Yields the product CC1(OC2=C(C1)C=CC=C2CCOC2=CC=C(C=C2)NC(=O)N(C)OC)C (1-[4-[2-(2,3-dihydro-2,2-dimethyl-7-benzofuranyl) ethyloxy]phenyl]-3-methoxy-3-methylurea). Yield: 66.9%. As a reaction SMILES: [OH:1][C:2]1[CH:7]=[CH:6][C:5]([NH:8][C:9]([N:11]([O:13][CH3:14])[CH3:12])=[O:10])=[CH:4][CH:3]=1.CN(C)C=O.[H-].[Na+].[CH3:22][C:23]1([CH3:35])[CH2:27][C:26]2[CH:28]=[CH:29][CH:30]=[C:31]([CH2:32][CH2:33]Cl)[C:25]=2[O:24]1>O>[CH3:22][C:23]1([CH3:35])[CH2:27][C:26]2[CH:28]=[CH:29][CH:30]=[C:31]([CH2:32][CH2:33][O:1][C:2]3[CH:7]=[CH:6][C:5]([NH:8][C:9]([N:11]([O:13][CH3:14])[CH3:12])=[O:10])=[CH:4][CH:3]=3)[C:25]=2[O:24]1 |f:2.3|. Procedure: 2.6 g of 1-(4-hydroxyphenyl)-3-methoxy-3-methylurea was dissolved into 20 ml of dried N,N-dimethylformamide, and 0.6 g of 60% sodium hydride was added thereto. After the mixture was stirred for 30 minutes, 1.7 g of 2-(2,3-dihydro-2,2-dimethyl-7-benzofuranyl)ethyl chloride was added dropwise thereto under cooling with ice. After the mixture was stirred at room temperature for 5 hours, it was poured into water and extracted with ethyl acetate. After the organic layer was washed with water, it was ... The reactants are CC(=O)SCC(Cc1ccccc1)C(=O)O, CCOC(=O)C(N)CSCc1ccc(C)c(C)c1, CO, Cl. Product: CCOC(=O)C(CSCc1ccc(C)c(C)c1)NC(=O)C(CSC(C)=O)Cc1ccccc1. RXN SMILES: [C:20]([CH3:21])(=[O:22])[S:23][CH2:24][CH:25]([C:26](=[O:27])[OH:28])[CH2:29][c:30]1[cH:31][cH:32][cH:33][cH:34][cH:35]1.[CH2:2]([CH3:3])[O:4][C:5]([CH:6]([NH2:7])[CH2:8][S:9][CH2:10][c:11]1[cH:12][c:13]([CH3:18])[c:14]([CH3:17])[cH:15][cH:16]1)=[O:19].[CH3:36][OH:37].[ClH:1]>>[CH2:2]([CH3:3])[O:4][C:5]([CH:6]([NH:7][C:26]([CH:25]([CH2:24][S:23][C:20]([CH3:21])=[O:22])[CH2:29][c:30]1[cH:31][cH:32][cH:33][cH:34][cH:35]1)=[O:27])[CH2:8][S:9][CH2:10][c:11]1[cH:12][c:13]([CH3:18])[c:14]([CH3:17])[cH:15][cH:16]1)=[O:19]. Starting materials: CN(CC(=O)O)NC(=O)NCc1ccccc1, CCOC(OCC)C(C)N(Cc1cccc2cccnc12)C(=O)C(C)N. The product is CCOC(OCC)C(C)N(Cc1cccc2cccnc12)C(=O)C(C)NC(=O)CN(C)NC(=O)NCc1ccccc1. As a reaction SMILES: [CH2:1]([c:2]1[cH:3][cH:4][cH:5][cH:6][cH:7]1)[NH:8][C:9](=[O:10])[NH:11][N:12]([CH3:13])[CH2:14][C:15](=[O:16])[OH:17].[NH2:18][CH:19]([C:20](=[O:21])[N:22]([CH2:23][c:24]1[cH:25][cH:26][cH:27][c:28]2[cH:29][cH:30][cH:31][n:32][c:33]12)[CH:34]([CH:35]([O:36][CH2:37][CH3:38])[O:39][CH2:40][CH3:41])[CH3:42])[CH3:43]>>[CH2:1]([c:2]1[cH:3][cH:4][cH:5][cH:6][cH:7]1)[NH:8][C:9](=[O:10])[NH:11][N:12]([CH3:13])[CH2:14][C:15](=[O:17])[NH:18][CH:19]([C:20](=[O:21])[N:22]([CH2:23][c:24]1[cH:25][cH:26][cH:27][c:28]2[cH:29][cH:30][cH:31][n:32][c:33]12)[CH:34]([CH:35]([O:36][CH2:37][CH3:38])[O:39][CH2:40][CH3:41])[CH3:42])[CH3:43].